From a dataset of the Open Reaction Database (ORD), a public repository of structured organic reaction records. describe an organic reaction: reactants, conditions, products, and yield Reactants: solution, OCC1(O)[C@@H](O)[C@H](O)[C@H](O)CO1 (Fru), solution, N[C@@H](CCC(O)=O)C(=O)O (Glu), N[C@@H](CCC(O)=O)C(=O)O (Glu), OCC1(O)[C@@H](O)[C@H](O)[C@H](O)CO1 (Fru), CS(=O)C (DMSO), solution, CS(=O)C (DMSO), N[C@@H](CCC(O)=O)C(=O)O (Glu). Solvent: C([O-])([O-])=O (carbonate), O (water), C([O-])([O-])=O (carbonate). Run at time 30 minute. Yields the product N[C@@H](CCC(O)=O)C(=O)O (Glu), OCC1(O)[C@@H](O)[C@H](O)[C@H](O)CO1 (Fru), OC1[C@H](O)[C@@H](O)[C@@H](O)[C@H](O1)CO (Gal), OC1[C@@H](O)[C@@H](O)[C@H](O)[C@H](O1)CO (Man), saccharide. RXN SMILES: CS(C)=[O:3].[OH:5][CH2:6][C:7]1([O:16][CH2:15][C@@H:13]([OH:14])[C@@H:11]([OH:12])[C@@H:9]1[OH:10])[OH:8].[NH2:17][C@H:18]([C:24]([OH:26])=[O:25])[CH2:19][CH2:20][C:21](=[O:23])[OH:22]>O.C(=O)([O-])[O-]>[NH2:17][C@H:18]([C:24]([OH:26])=[O:25])[CH2:19][CH2:20][C:21](=[O:22])[OH:23].[OH:5][CH2:6][C:7]1([O:16][CH2:15][C@@H:13]([OH:14])[C@@H:11]([OH:12])[C@@H:9]1[OH:10])[OH:8].[OH:3][CH:15]1[O:16][C@H:7]([CH2:6][OH:5])[C@H:9]([OH:10])[C@H:11]([OH:12])[C@H:13]1[OH:14].[OH:22][CH:15]1[O:16][C@H:7]([CH2:6][OH:5])[C@@H:9]([OH:10])[C@H:11]([OH:12])[C@@H:13]1[OH:14]. Reported procedure: Solutions of Glu (40 mM-4.0 μM), Fru (0.4 mM), Gal (0.4 mM) and Man (0.4 mM) in deionized water were prepared. An aliquot (2.0 mL) of the solution of TPEDB (0.1 mM) in the carbonate buffer containing 4 vol % DMSO was added into a 10 mL volumetric flask, followed by the addition of 1.0 mL of a solution of Fru (0.4 mM) and 1.0 mL of a solution of Glu (40 mM). After shaking for a few seconds, a solution of TPEDB (50 μM) with 10 mM of Glu and 0.1 mM of Fru in the carbonate buffer containing 2% DMSO ... Starting materials: [Sn] (tin), C[Si](C)(C)[N-][Si](C)(C)C.[Li+].C1CCOC1 (lithium bis(trimethylsilyl)amide THF), N1=CC(=CC(=C1)C(=O)C=1N=CN2C1SC(=C2)[Sn](CCCC)(CCCC)CCCC)C=2C=NC=CC2 (7-([3,3′]bipyridinyl-5-yl)carbonyl-2-(tri-n-butylstannyl)imidazo[5,1-b]thiazole), N1=CC(=CC(=C1)C(=O)C=1N=CN2C1SC=C2)C=2C=NC=CC2 (7-([3,3′]bipyridinyl-5-yl)carbonylimidazo[5,1-b]thiazole), C(CCC)[Sn](CCCC)(CCCC)Cl (tri-n-butylstannyl chloride), O[C@H](C)[C@@H]1[C@@H]2N([C@H](C([C@@H]2C)=O)C(=O)OCC2=CC=C(C=C2)[N+](=O)[O-])C1=O (4-nitrobenzyl (1R,3R,5R,6S)-6-((1R)-1-hydroxyethyl)-1-methyl-2-oxo-1-carbapenam-3-carboxylate). Product: N1=CC(=CC(=C1)C(=O)C=1N=CN2C1SC(=C2)[Sn](CCCC)(CCCC)CCCC)C=2C=NC=CC2 (7-([3,3′]Bipyridinyl-5-yl)carbonyl-2-(tri-n-butylstannyl)imidazo[5,1-b]thiazole), O[C@H](C)[C@@H]1[C@@H]2N(C(=C([C@@H]2C)C2=CN3C(S2)=C(N=C3)C(=O)C=3C=C(C=NC3)C=3C=NC=CC3)C(=O)OCC3=CC=C(C=C3)[N+](=O)[O-])C1=O (4-Nitrobenzyl (1S,5R,6S)-6-((1R)-1-hydroxyethyl)-1-methyl-2-[7-([3,3′]bipyridinyl-5-yl)carbonylimidazo[5,1-b]-thiazol-2-yl]-1-carbapen-2-em-3-carboxylate). Reaction SMILES: [N:1]1[CH:6]=[C:5]([C:7]([C:9]2[N:10]=[CH:11][N:12]3[CH:16]=[CH:15][S:14][C:13]=23)=[O:8])[CH:4]=[C:3]([C:17]2[CH:18]=[N:19][CH:20]=[CH:21][CH:22]=2)[CH:2]=1.C([Sn](Cl)(CCCC)CCCC)CCC.C[Si]([N-][Si](C)(C)C)(C)C.[Li+].C1COCC1.[Sn].[OH:53][C@@H:54]([C@H:56]1[C:77](=[O:78])[N:58]2[C@@H:59]([C:64]([O:66][CH2:67][C:68]3[CH:73]=[CH:72][C:71]([N+:74]([O-:76])=[O:75])=[CH:70][CH:69]=3)=[O:65])[C:60](=O)[C@H:61]([CH3:62])[C@H:57]12)[CH3:55].[N:79]1[CH:84]=[C:83]([C:85]([C:87]2[N:88]=[CH:89][N:90]3[CH:94]=[C:93]([Sn:95]([CH2:104][CH2:105][CH2:106][CH3:107])([CH2:100][CH2:101][CH2:102][CH3:103])[CH2:96][CH2:97][CH2:98][CH3:99])[S:92][C:91]=23)=[O:86])[CH:82]=[C:81]([C:108]2[CH:109]=[N:110][CH:111]=[CH:112][CH:113]=2)[CH:80]=1>>[N:79]1[CH:84]=[C:83]([C:85]([C:87]2[N:88]=[CH:89][N:90]3[CH:94]=[C:93]([Sn:95]([CH2:104][CH2:105][CH2:106][CH3:107])([CH2:100][CH2:101][CH2:102][CH3:103])[CH2:96][CH2:97][CH2:98][CH3:99])[S:92][C:91]=23)=[O:86])[CH:82]=[C:81]([C:108]2[CH:109]=[N:110][CH:111]=[CH:112][CH:113]=2)[CH:80]=1.[OH:53][C@@H:54]([C@H:56]1[C:77](=[O:78])[N:58]2[C:59]([C:64]([O:66][CH2:67][C:68]3[CH:69]=[CH:70][C:71]([N+:74]([O-:76])=[O:75])=[CH:72][CH:73]=3)=[O:65])=[C:60]([C:15]3[S:14][C:13]4=[C:9]([C:7]([C:5]5[CH:4]=[C:3]([C:17]6[CH:18]=[N:19][CH:20]=[CH:21][CH:22]=6)[CH:2]=[N:1][CH:6]=5)=[O:8])[N:10]=[CH:11][N:12]4[CH:16]=3)[C@H:61]([CH3:62])[C@H:57]12)[CH3:55] |f:2.3.4,^3:51|. Reported procedure: 7-([3,3′]Bipyridinyl-5-yl)carbonyl-2-(tri-n-butylstannyl)imidazo[5,1-b]thiazole was synthesized in substantially the same manner as in step c) of Synthesis Example 1, except that 263 mg of 7-([3,3′]bipyridinyl-5-yl)carbonylimidazo[5,1-b]thiazole, 0.316 ml of tri-n-butylstannyl chloride, and 1.72 ml of a 1.0 N lithium bis(trimethylsilyl)amide/THF solution were used as the starting compounds and, due to the unstable nature of the tin compound, the purification by column chromatography on silica ge... Starting materials: C(C)(C)[C@@H]1C[C@H](OC1=O)[C@H](C[C@@H](C(C)C)CC1=CC=C2C=NN(C2=C1)CCCOC)NC(OC(C)(C)C)=O (tert-butyl (1S,3S)-1-((2S,4S)-4-isopropyl-5-oxotetrahydrofuran-2-yl)-3-((1-(3-methoxypropyl)-1H-indazol-6-yl)methyl)-4-methylpentylcarbamate), OC1=NC=CC=C1 (2-hydroxypyridine), NCC(C(=O)N)(C)C (3-amino-2,2-dimethylpropanamide). The solvent is CCN(CC)CC (Et3N). Reaction conditions: temperature 80 celsius, time 8 hour. The product is NC(C(CNC(=O)[C@@H](C[C@@H]([C@H](C[C@@H](C(C)C)CC1=CC=C2C=NN(C2=C1)CCCOC)NC(OC(C)(C)C)=O)O)C(C)C)(C)C)=O (tert-butyl (3S,5S,6S,8S)-8-(3-amino-2,2-dimethyl-3-oxopropylcarbamoyl)-6-hydroxy-3-((1-(3-methoxypropyl)-1H-indazol-6-yl)methyl)-2,9-dimethyldecan-5-ylcarbamate). Yield: 74.3%. As a reaction SMILES: [CH:1]([C@H:4]1[C:8](=[O:9])[O:7][C@H:6]([C@@H:10]([NH:31][C:32](=[O:38])[O:33][C:34]([CH3:37])([CH3:36])[CH3:35])[CH2:11][C@H:12]([CH2:16][C:17]2[CH:25]=[C:24]3[C:20]([CH:21]=[N:22][N:23]3[CH2:26][CH2:27][CH2:28][O:29][CH3:30])=[CH:19][CH:18]=2)[CH:13]([CH3:15])[CH3:14])[CH2:5]1)([CH3:3])[CH3:2].OC1C=CC=CN=1.[NH2:46][CH2:47][C:48]([CH3:53])([CH3:52])[C:49]([NH2:51])=[O:50]>CCN(CC)CC>[NH2:51][C:49](=[O:50])[C:48]([CH3:53])([CH3:52])[CH2:47][NH:46][C:8]([C@H:4]([CH:1]([CH3:3])[CH3:2])[CH2:5][C@H:6]([OH:7])[C@@H:10]([NH:31][C:32](=[O:38])[O:33][C:34]([CH3:36])([CH3:35])[CH3:37])[CH2:11][C@H:12]([CH2:16][C:17]1[CH:25]=[C:24]2[C:20]([CH:21]=[N:22][N:23]2[CH2:26][CH2:27][CH2:28][O:29][CH3:30])=[CH:19][CH:18]=1)[CH:13]([CH3:14])[CH3:15])=[O:9]. Reported procedure: A mixture of tert-butyl (1S,3S)-1-((2S,4S)-4-isopropyl-5-oxotetrahydrofuran-2-yl)-3-((1-(3-methoxypropyl)-1H-indazol-6-yl)methyl)-4-methylpentylcarbamate (120 mg, 0.25 mmol), Et3N (1.5 mL), 2-hydroxypyridine (71.3 mg, 0.75 mmol), and 3-amino-2,2-dimethylpropanamide (87 mg, 0.75 mmol) was stirred at 80° C. overnight. The mixture was evaporated and purified by flash chromatography on silica gel to give tert-butyl (3S,5S,6S,8S)-8-(3-amino-2,2-dimethyl-3-oxopropylcarbamoyl)-6-hydroxy-3-((1-(3-methox... Reactants: CCN=C=NCCCN(C)C, CN(C)C=O, Cl, Cc1sc(N)nc1-c1ccccc1, O, O, On1nnc2ccccc21, O=C(O)CCc1cnoc1-c1ccccc1. Yields the product Cc1sc(NC(=O)CCc2cnoc2-c2ccccc2)nc1-c1ccccc1. RXN SMILES: [CH2:42]([N:43]=[C:44]=[N:45][CH2:46][CH2:47][CH2:48][N:49]([CH3:50])[CH3:51])[CH3:52].[CH3:54][N:55]([CH3:56])[CH:57]=[O:58].[ClH:41].[NH2:1][c:2]1[s:3][c:4]([CH3:13])[c:5](-[c:7]2[cH:8][cH:9][cH:10][cH:11][cH:12]2)[n:6]1.[OH2:30].[OH2:53].[OH:31][n:32]1[c:33]2[cH:34][cH:35][cH:36][cH:37][c:38]2[n:39][n:40]1.[c:14]1(-[c:20]2[c:21]([CH2:25][CH2:26][C:27](=[O:28])[OH:29])[cH:22][n:23][o:24]2)[cH:15][cH:16][cH:17][cH:18][cH:19]1>>[NH:1]([c:2]1[s:3][c:4]([CH3:13])[c:5](-[c:7]2[cH:8][cH:9][cH:10][cH:11][cH:12]2)[n:6]1)[C:27]([CH2:26][CH2:25][c:21]1[c:20](-[c:14]2[cH:15][cH:16][cH:17][cH:18][cH:19]2)[o:24][n:23][cH:22]1)=[O:28]. Starting materials: BrC=1NC2=CC(=CC=C2C1C)Br (2,6-dibromo-3-methyl-1H-indole), S(O)(O)(=O)=O (sulfuric acid), O1CCOCC1 (dioxane). Procedure details: To 2,6-dibromo-3-methyl-1H-indole (15.7 g) were added 3N aqueous sulfuric acid solution (100 ml) and dioxane (100 ml), and the mixture was refluxed for 5 hours. After the reaction was complete, water was added to the reaction solution, and the mixture was extracted with ethyl acetate solution. This ethyl acetate solution was washed with water and an aqueous sodium chloride solution, dried over magnesium sulfate, filtered, and concentrated. The obtained residue was purified by silica gel column c... Product: BrC1=CC=C2C(C(NC2=C1)=O)C (6-Bromo-3-methyl-1,3-dihydro-2H-indol-2-one). Reaction SMILES: Br[C:2]1[NH:3][C:4]2[C:9]([C:10]=1[CH3:11])=[CH:8][CH:7]=[C:6]([Br:12])[CH:5]=2.S(=O)(=O)(O)[OH:14].O1CCOCC1>O>[Br:12][C:6]1[CH:5]=[C:4]2[C:9]([CH:10]([CH3:11])[C:2](=[O:14])[NH:3]2)=[CH:8][CH:7]=1. The solvent is O (water). The reactants are C[Si](C)(C)[N-][Si](C)(C)C.[Li+] (lithium bis(trimethylsilyl)amide), N1N=C(C=C1)N1C(C2=CC=CC=C2C1=O)=O (2-(1H-pyrazol-3-yl)-1H-isoindole-1,3(2H)-dione), BrCC1=C(C=CC=C1)OC1=CC=CC=C1 (1-(Bromomethyl)-2-(phenyloxy)benzene), Intermediate 28, Cl (HCl). The solvent is C1CCOC1 (THF), C(Cl)Cl (DCM), O (water), C1CCOC1 (THF), [Cl-].[Na+].O (brine), C1CCOC1 (THF). Conditions: time 15 minute. The product is C1(=CC=CC=C1)OC1=C(C=CC=C1)CN1N=C(C=C1)N1C(C2=CC=CC=C2C1=O)=O (2-(1-{[2-(phenyloxy)phenyl]methyl}-1H-pyrazol-3-yl)-1H-isoindole-1,3(2H)-dione). RXN SMILES: [NH:1]1[CH:5]=[CH:4][C:3]([N:6]2[C:14](=[O:15])[C:13]3[C:8](=[CH:9][CH:10]=[CH:11][CH:12]=3)[C:7]2=[O:16])=[N:2]1.C[Si]([N-][Si](C)(C)C)(C)C.[Li+].Br[CH2:28][C:29]1[CH:34]=[CH:33][CH:32]=[CH:31][C:30]=1[O:35][C:36]1[CH:41]=[CH:40][CH:39]=[CH:38][CH:37]=1.Cl>C1COCC1.C(Cl)Cl.O.[Cl-].[Na+].O>[C:36]1([O:35][C:30]2[CH:31]=[CH:32][CH:33]=[CH:34][C:29]=2[CH2:28][N:1]2[CH:5]=[CH:4][C:3]([N:6]3[C:14](=[O:15])[C:13]4[C:8](=[CH:9][CH:10]=[CH:11][CH:12]=4)[C:7]3=[O:16])=[N:2]2)[CH:37]=[CH:38][CH:39]=[CH:40][CH:41]=1 |f:1.2,8.9.10|. Procedure details: A solution of 2-(1H-pyrazol-3-yl)-1H-isoindole-1,3(2H)-dione (for a preparation see Intermediate 28)(3.08 g, 14.4 mmol) in THF (30 ml) under nitrogen, was treated with 1.0 M lithium bis(trimethylsilyl)amide in THF (15.9 ml, 15.9 mmol, Aldrich) and stirred at room temperature for 15 min. 1-(Bromomethyl)-2-(phenyloxy)benzene (3.8 g, 14.4 mmol, Maybridge) in THF (10 ml) was added and the mixture stirred overnight. The mixture was diluted with DCM (50 ml) and water (50 ml). To the emulsion was added... The reactants are BrC1=CSC2=C1N=C(N=C2)Cl (7-bromo-2-chlorothieno[3,2-d]pyrimidine), C1(=CC=CC=C1)B(O)O (phenyl boronic acid), Pd[PPh3]4, C([O-])([O-])=O.[Na+].[Na+] (sodium carbonate), C(C)(C)O (isopropanol). Solvent: C1(=CC=CC=C1)C (toluene), C(C)(=O)OCC (ethyl acetate). Product: ClC=1N=CC2=C(N1)C(=CS2)C2=CC=CC=C2 (2-chloro-7-phenylthieno[3,2-d]pyrimidine). Isolated yield 141.9%. RXN SMILES: Br[C:2]1[C:6]2[N:7]=[C:8]([Cl:11])[N:9]=[CH:10][C:5]=2[S:4][CH:3]=1.[C:12]1(B(O)O)[CH:17]=[CH:16][CH:15]=[CH:14][CH:13]=1.C(=O)([O-])[O-].[Na+].[Na+].C(O)(C)C>C1(C)C=CC=CC=1.C(OCC)(=O)C>[Cl:11][C:8]1[N:9]=[CH:10][C:5]2[S:4][CH:3]=[C:2]([C:12]3[CH:17]=[CH:16][CH:15]=[CH:14][CH:13]=3)[C:6]=2[N:7]=1 |f:2.3.4|. Procedure details: A mixture of 7-bromo-2-chlorothieno[3,2-d]pyrimidine (1.0 g, 4.0 mmol), phenyl boronic acid (0.6 g, 4.9 mmol), Pd[PPh3]4 (0.47 g, 0.4 mmol) and aqueous sodium carbonate (2M, 4.5 mL, 9.0 mmol) in toluene (25 mL)/isopropanol (8 mL) was heated under reflux overnight. The mixture was allowed to cool to room temperature, was diluted with ethyl acetate then washed with 10% aqueous sodium bicarbonate, dried (Na2SO4) filtered and concentrated. The resultant solid was sonicated in diethyl ether (2×70 mL)...